Dataset: the Open Reaction Database (ORD), a public repository of structured organic reaction records. Task: describe an organic reaction: reactants, conditions, products, and yield Reactants: C(C)(=O)O[C@H]1[C@@H](C(N1)=O)NC(C1=CC=CC=C1)(C1=CC=CC=C1)C1=CC=CC=C1 ((3S,4S)-4-acetoxy-3-tritylamino-2-oxoazetidine), [N-]=[N+]=[N-].[Na+] (sodium azide). Solvent: CO (methanol), O (water). Reaction conditions: time 2 hour. The product is N(=[N+]=[N-])[C@@H]1[C@@H](C(N1)=O)NC(C1=CC=CC=C1)(C1=CC=CC=C1)C1=CC=CC=C1 ((3S,4R)-4-azido-3-tritylamino-2-oxoazetidine). Yield: 35.2%. Reaction SMILES: C(O[C@@H:5]1[NH:8][C:7](=[O:9])[C@H:6]1[NH:10][C:11]([C:24]1[CH:29]=[CH:28][CH:27]=[CH:26][CH:25]=1)([C:18]1[CH:23]=[CH:22][CH:21]=[CH:20][CH:19]=1)[C:12]1[CH:17]=[CH:16][CH:15]=[CH:14][CH:13]=1)(=O)C.[N-:30]=[N+:31]=[N-:32].[Na+]>CO.O>[N:30]([C@H:5]1[NH:8][C:7](=[O:9])[C@H:6]1[NH:10][C:11]([C:18]1[CH:19]=[CH:20][CH:21]=[CH:22][CH:23]=1)([C:24]1[CH:29]=[CH:28][CH:27]=[CH:26][CH:25]=1)[C:12]1[CH:17]=[CH:16][CH:15]=[CH:14][CH:13]=1)=[N+:31]=[N-:32] |f:1.2|. Reported procedure: To a solution of 3.0 g of (3S,4S)-4-acetoxy-3-tritylamino-2-oxoazetidine in 50 ml of methanol is added a solution of 0.65 g of sodium azide in 5 ml of water under ice-cooling, followed by stirring for two hours at 40°-50° C. The solvent is distilled off under reduced pressure. To the residue is added ethyl acetate, and the organic layer is separated, which is washed with water and concentrated. The residue is purified on a silica-gel column (ethyl acetate: n-hexane=1:1) to give 1.01 g of (3S,4R)... Starting materials: CC(=O)O[BH-](OC(C)=O)OC(C)=O, O=C([O-])O, CN1CCC(=O)CC1, CC(=O)O, Clc1ncnc2c1c(I)cn2C1CCNCC1, CC(Cl)Cl, [Na+], [Na+], O. The product is CN1CCC(N2CCC(n3cc(I)c4c(Cl)ncnc43)CC2)CC1. Reaction SMILES: [C:30]([O:31][BH-:32]([O:33][C:34](=[O:35])[CH3:36])[O:37][C:38](=[O:39])[CH3:40])(=[O:41])[CH3:42].[C:44](=[O:45])([OH:46])[O-:47].[CH3:18][N:19]1[CH2:20][CH2:21][C:22](=[O:25])[CH2:23][CH2:24]1.[CH3:26][C:27](=[O:28])[OH:29].[Cl:1][c:2]1[c:3]2[c:4]([n:5][cH:6][n:7]1)[n:8]([CH:12]1[CH2:13][CH2:14][NH:15][CH2:16][CH2:17]1)[cH:9][c:10]2[I:11].[Cl:49][CH:50]([Cl:51])[CH3:52].[Na+:43].[Na+:48].[OH2:53]>>[Cl:1][c:2]1[c:3]2[c:4]([n:5][cH:6][n:7]1)[n:8]([CH:12]1[CH2:13][CH2:14][N:15]([CH:22]3[CH2:21][CH2:20][N:19]([CH3:18])[CH2:24][CH2:23]3)[CH2:16][CH2:17]1)[cH:9][c:10]2[I:11]. Procedure details: The title compound was prepared in a similar manner to that described in Example 26 using tris(hydroxymethyl)-aminomethane and 3-(2,3,4,6-tetra-O-acetyl-β-D-gluco-pyranosyloxy)-4-({4-[(1E)-2-carboxyvinyl]phenyl}methyl)-5-isopropyl-1H-pyrazole instead of ammonium chloride and 3-(2,3,4,6-tetra-O-acetyl-β-D-glucopyranosyloxy)-4-({4-[(1E)-3-carboxyprop-1-enyl]phenyl}methyl)-5-isopropyl-1H-pyrazole, respectively. Product: [C@@H]1([C@H](O)[C@@H](O)[C@H](O)[C@H](O1)CO)OC1=NNC(=C1CC1=CC=C(C=C1)\C=C\C(NC(CO)(CO)CO)=O)C(C)C (3-(β-D-Glucopyranosyloxy)-4-[(4-{(1E)-2-[2-hydroxy-1,1-bis-(hydroxymethyl)ethylcarbamoyl]vinyl}phenyl)methyl]-5-isopropyl-1H-pyrazole). Reaction SMILES: [OH:1][CH2:2][C:3]([CH2:7][OH:8])([CH2:5][OH:6])[NH2:4].C([O:12][C@@H:13]1[C@@H:18]([O:19]C(=O)C)[C@H:17]([O:23]C(=O)C)[C@@H:16]([CH2:27][O:28]C(=O)C)[O:15][C@H:14]1[O:32][C:33]1[C:37]([CH2:38][C:39]2[CH:44]=[CH:43][C:42](/[CH:45]=[CH:46]/[C:47](O)=[O:48])=[CH:41][CH:40]=2)=[C:36]([CH:50]([CH3:52])[CH3:51])[NH:35][N:34]=1)(=O)C.C(O[C@@H]1[C@@H](OC(=O)C)[C@H](OC(=O)C)[C@@H](COC(=O)C)O[C@H]1OC1C(CC2C=CC(/C=C/CC(O)=O)=CC=2)=C(C(C)C)NN=1)(=O)C>>[C@@H:14]1([O:32][C:33]2[C:37]([CH2:38][C:39]3[CH:44]=[CH:43][C:42](/[CH:45]=[CH:46]/[C:47](=[O:48])[NH:4][C:3]([CH2:7][OH:8])([CH2:5][OH:6])[CH2:2][OH:1])=[CH:41][CH:40]=3)=[C:36]([CH:50]([CH3:52])[CH3:51])[NH:35][N:34]=2)[O:15][C@H:16]([CH2:27][OH:28])[C@@H:17]([OH:23])[C@H:18]([OH:19])[C@H:13]1[OH:12]. The reactants are OCC(N)(CO)CO (tris(hydroxymethyl)-aminomethane), C(C)(=O)O[C@H]1[C@@H](O[C@@H]([C@H]([C@@H]1OC(C)=O)OC(C)=O)COC(C)=O)OC1=NNC(=C1CC1=CC=C(C=C1)\C=C\C(=O)O)C(C)C (3-(2,3,4,6-tetra-O-acetyl-β-D-gluco-pyranosyloxy)-4-({4-[(1E)-2-carboxyvinyl]phenyl}methyl)-5-isopropyl-1H-pyrazole), C(C)(=O)O[C@H]1[C@@H](O[C@@H]([C@H]([C@@H]1OC(C)=O)OC(C)=O)COC(C)=O)OC1=NNC(=C1CC1=CC=C(C=C1)\C=C\CC(=O)O)C(C)C (3-(2,3,4,6-tetra-O-acetyl-β-D-glucopyranosyloxy)-4-({4-[(1E)-3-carboxyprop-1-enyl]phenyl}methyl)-5-isopropyl-1H-pyrazole). Starting materials: N12C3CN(CC3CC2CCC1)C(=O)OCC (ethyl 1,4-diazatricyclo[6.3.0.02,6 ]undecane-4-carboxylate), C([O-])([O-])=O.[K+].[K+] (potassium carbonate). The solvent is Cl (hydrochloric acid). The product is N12C3CNCC3CC2CCC1 (1,4-Diazatricyclo[6.3.0.02,6 ]undecane). As a reaction SMILES: [N:1]12[CH2:11][CH2:10][CH2:9][CH:8]1[CH2:7][CH:6]1[CH:2]2[CH2:3][N:4](C(OCC)=O)[CH2:5]1.C(=O)([O-])[O-].[K+].[K+]>Cl>[N:1]12[CH2:11][CH2:10][CH2:9][CH:8]1[CH2:7][CH:6]1[CH:2]2[CH2:3][NH:4][CH2:5]1 |f:1.2.3|. Reported procedure: 9 g (40 mmol) of ethyl 1,4-diazatricyclo[6.3.0.02,6 ]undecane-4-carboxylate together with 50 ml of concentrated hydrochloric acid are refluxed overnight. The mixture is rendered alkaline using potassium carbonate and extracted ten times using 50 ml portions of chloroform, the extracts are dried over potassium carbonate and concentrated, and the residue is distilled. Starting materials: CN(C)c1ccncc1, CCN(C(C)C)C(C)C, Cc1ccc(NC(=O)c2ccc(Cl)nc2)cc1I, C1COCCO1, OC1(c2ccccc2)CCNCC1. Product: Cc1ccc(NC(=O)c2ccc(N3CCC(O)(c4ccccc4)CC3)nc2)cc1I. Reaction SMILES: [CH3:41][N:42]([c:43]1[cH:44][cH:45][n:46][cH:47][cH:48]1)[CH3:49].[CH:19]([N:20]([CH:21]([CH3:22])[CH3:23])[CH2:24][CH3:25])([CH3:26])[CH3:27].[Cl:1][c:2]1[n:3][cH:4][c:5]([C:6](=[O:7])[NH:8][c:9]2[cH:10][c:11]([I:16])[c:12]([CH3:15])[cH:13][cH:14]2)[cH:17][cH:18]1.[O:50]1[CH2:51][CH2:52][O:53][CH2:54][CH2:55]1.[OH:28][C:29]1([c:35]2[cH:36][cH:37][cH:38][cH:39][cH:40]2)[CH2:30][CH2:31][NH:32][CH2:33][CH2:34]1>>[c:2]1([N:32]2[CH2:31][CH2:30][C:29]([OH:28])([c:35]3[cH:36][cH:37][cH:38][cH:39][cH:40]3)[CH2:34][CH2:33]2)[n:3][cH:4][c:5]([C:6](=[O:7])[NH:8][c:9]2[cH:10][c:11]([I:16])[c:12]([CH3:15])[cH:13][cH:14]2)[cH:17][cH:18]1. Reactants: FC1=C(OC=2C=CC(=C(C(=O)N)C2)[N+](=O)[O-])C=CC(=C1)F (5-(2,4-Difluoro-phenoxy)-2-nitro-benzamide). Reagents/catalysts: [Pd] (palladium on activated carbon). Solvent: CCO (EtOH). Conditions: time 18 hour. Yields the product NC1=C(C(=O)N)C=C(C=C1)OC1=C(C=C(C=C1)F)F (2-Amino-5-(2,4-difluoro-phenoxy)-benzamide). Yield: 96.7%. Reaction SMILES: [F:1][C:2]1[CH:20]=[C:19]([F:21])[CH:18]=[CH:17][C:3]=1[O:4][C:5]1[CH:6]=[CH:7][C:8]([N+:14]([O-])=O)=[C:9]([CH:13]=1)[C:10]([NH2:12])=[O:11]>CCO.[Pd]>[NH2:14][C:8]1[CH:7]=[CH:6][C:5]([O:4][C:3]2[CH:17]=[CH:18][C:19]([F:21])=[CH:20][C:2]=2[F:1])=[CH:13][C:9]=1[C:10]([NH2:12])=[O:11]. Procedure details: To compound (1C) (27 g, 0.09 mol) in EtOH was added palladium on activated carbon (2.7 g), and the mixture was stirred under hydrogen for 18 h. The suspension was filtered through celite and the filtrate concentrated and dried in vacuo to yield 23 g of 2-amino-5-(2,4-difluoro-phenoxy)-benzamide (1D).